This data is from the Open Reaction Database (ORD), a public repository of structured organic reaction records. The task is: describe an organic reaction: reactants, conditions, products, and yield Product: COC(=O)C1CCC2C(=O)CCC21. Reaction SMILES: [CH3:28][CH2:29][O:30][CH2:31][CH3:32].[Cl:25][CH2:26][Cl:27].[O:14]=[Cr:15]([Cl:16])([O-:17])=[O:18].[OH:1][CH:2]1[CH:3]2[CH2:4][CH2:5][CH:6]([C:10](=[O:11])[O:12][CH3:13])[CH:7]2[CH2:8][CH2:9]1.[nH+:19]1[cH:20][cH:21][cH:22][cH:23][cH:24]1>>[O:1]=[C:2]1[CH:3]2[CH2:4][CH2:5][CH:6]([C:10](=[O:11])[O:12][CH3:13])[CH:7]2[CH2:8][CH2:9]1. The reactants are CCOCC, ClCCl, O=[Cr](=O)([O-])Cl, COC(=O)C1CCC2C(O)CCC12, c1cc[nH+]cc1. Starting materials: CC1C(C2=CC=C(C=C2C1)C#N)=O (2-methyl-5-cyanoindanone), COC(CBr)=O (methylbromoacetate). Yields the product CC=1CC2=CC(=CC=C2C1CC(=O)OC)C#N (methyl 2-methyl-6-cyano-3-indenylacetate). As a reaction SMILES: [CH3:1][CH:2]1[CH2:10][C:9]2[C:4](=[CH:5][CH:6]=[C:7]([C:11]#[N:12])[CH:8]=2)[C:3]1=O.[CH3:14][O:15][C:16](=[O:19])[CH2:17]Br>>[CH3:1][C:2]1[CH2:10][C:9]2[C:4]([C:3]=1[CH2:17][C:16]([O:15][CH3:14])=[O:19])=[CH:5][CH:6]=[C:7]([C:11]#[N:12])[CH:8]=2. Procedure: The above reactions of Example 1C are repeated except that the starting materials are 2-methyl-5-cyanoindanone and methylbromoacetate. Using the same reaction conditions and techniques there is obtained methyl 2-methyl-6-cyano-3-indenylacetate. Reactants: O[C@@H](CC(=O)OC)C (methyl 3-(R)-hydroxybutanoate), CI (methyl iodide). Yields the product O[C@@H]([C@@H](C(=O)OC)C)C (methyl 3-(R)-hydroxy-2-(S)methylbutanoate). Reaction SMILES: [OH:1][C@H:2]([CH3:8])[CH2:3][C:4]([O:6][CH3:7])=[O:5].[CH3:9]I>>[OH:1][C@H:2]([CH3:8])[C@H:3]([CH3:9])[C:4]([O:6][CH3:7])=[O:5]. Reported procedure: This compound was prepared according to the procedure of Example 127, but the methyl 3-(R)-hydroxybutanoate was first alkylated with methyl iodide as described by Keck et al., (J. Org. Chem., 1985, 4317) to give methyl 3-(R)-hydroxy-2-(S)methylbutanoate. The latter was transformed into the thiol according to the procedure of Example 127. Starting materials: [Li] (lithium), C(C1=CC=CC=C1)(=O)Cl (benzoyl chloride), COC1=CC=C(C=C1)C=1OCC(N1)(C)C (2-(4-methoxy-phenyl)-4,4-dimethyl-4,5-dihydro-oxazole), N#N (N2), C(CCC)[Li] (n-butyl lithium), water ice. Reagents/catalysts: Cl[Pd]([P](C1=CC=CC=C1)(C2=CC=CC=C2)C3=CC=CC=C3)([P](C4=CC=CC=C4)(C5=CC=CC=C5)C6=CC=CC=C6)Cl (bis(triphenylphosphine)palladium chloride), [Cl-].[Cl-].[Zn+2] (ZnCl2). Run in C(C)OCC (ethyl ether), CCCCCC (hexane), C(C)OCC (ethyl ether). Reaction conditions: time 3 hour. Yields the product CC1(N=C(OC1)C1=C(C=C(C=C1)OC)C(=O)C1=CC=CC=C1)C ([2-(4,4-Dimethyl-4,5-dihydro-oxazol-2-yl)-5-methoxy-phenyl]-phenyl-methanone). Yield: 51.7%. As a reaction SMILES: [CH3:1][O:2][C:3]1[CH:8]=[CH:7][C:6]([C:9]2[O:10][CH2:11][C:12]([CH3:15])([CH3:14])[N:13]=2)=[CH:5][CH:4]=1.N#N.C([Li])CCC.[Li].[C:24](Cl)(=[O:31])[C:25]1[CH:30]=[CH:29][CH:28]=[CH:27][CH:26]=1>C(OCC)C.CCCCCC.[Cl-].[Cl-].[Zn+2].Cl[Pd](Cl)([P](C1C=CC=CC=1)(C1C=CC=CC=1)C1C=CC=CC=1)[P](C1C=CC=CC=1)(C1C=CC=CC=1)C1C=CC=CC=1>[CH3:14][C:12]1([CH3:15])[CH2:11][O:10][C:9]([C:6]2[CH:5]=[CH:4][C:3]([O:2][CH3:1])=[CH:8][C:7]=2[C:24]([C:25]2[CH:30]=[CH:29][CH:28]=[CH:27][CH:26]=2)=[O:31])=[N:13]1 |f:7.8.9,^1:22,49,68|. Procedure details: A solution of 2-(4-methoxy-phenyl)-4,4-dimethyl-4,5-dihydro-oxazole (4.5 g, 21.9 mmoles), prepared as described in example 1, in dry ethyl ether (90 ml), under stirring and dry N2 at 0° C., was added with 2.5M n-butyl lithium (9.6 ml, 24.1 mmoles) in hexane, and the reaction went on for 4 hours. In another flask a suspension of ZnCl2 (4.48 g, 33 mmoles) in dry ethyl ether (60 ml) was prepared and dropwise added with the solution of the lithium derivative at 0° C. and, after 1 hour, with benzoyl ... RXN SMILES: [O:1]1[CH:5]=[CH:4][CH:3]=[C:2]1[C:6]1[O:7][C:8]([CH3:42])=[C:9]([CH2:11][O:12][C:13]2[CH:39]=[CH:38][C:16]([CH2:17][O:18][C:19]3[C:23](/[CH:24]=[CH:25]/[C:26](N(OC)C)=[O:27])=[CH:22][N:21]([C:32]4[CH:37]=[CH:36][CH:35]=[CH:34][CH:33]=4)[N:20]=3)=[CH:15][C:14]=2[O:40][CH3:41])[N:10]=1.[CH2:43]([Mg]Br)[CH2:44][CH3:45].Cl>O1CCCC1>[O:1]1[CH:5]=[CH:4][CH:3]=[C:2]1[C:6]1[O:7][C:8]([CH3:42])=[C:9]([CH2:11][O:12][C:13]2[CH:39]=[CH:38][C:16]([CH2:17][O:18][C:19]3[C:23](/[CH:24]=[CH:25]/[C:26](=[O:27])[CH2:43][CH2:44][CH3:45])=[CH:22][N:21]([C:32]4[CH:33]=[CH:34][CH:35]=[CH:36][CH:37]=4)[N:20]=3)=[CH:15][C:14]=2[O:40][CH3:41])[N:10]=1. The solvent is O1CCCC1 (tetrahydrofuran). Yield: 41.0%. Procedure: To a mixture of (2E)-3-{3-[(4-{[2-(2-furyl)-5-methyl-1,3-oxazol-4-yl]methoxy}-3-methoxybenzyl)oxy]-1-phenyl-1H-pyrazol-4-yl}-N-methoxy-N-methyl-2-propenamide (0.80 g) and tetrahydrofuran (30 mL) was added dropwise propylmagnesium bromide (2M tetrahydrofuran solution, 4.2 mL) at 0° C. and the mixture was stirred at room temperature for 2 hrs. 1N Hydrochloric acid was added to the reaction mixture, and the mixture was extracted with ethyl acetate. The organic layer was washed with saturated brine,... Product: O1C(=CC=C1)C=1OC(=C(N1)COC1=C(C=C(COC2=NN(C=C2\C=C\C(CCC)=O)C2=CC=CC=C2)C=C1)OC)C ((1E)-1-{3-[(4-{[2-(2-furyl)-5-methyl-1,3-oxazol-4-yl]methoxy}-3-methoxybenzyl)oxy]-1-phenyl-1H-pyrazol-4-yl}-1-hexen-3-one). Starting materials: C(CC)[Mg]Br (propylmagnesium bromide), O1C(=CC=C1)C=1OC(=C(N1)COC1=C(C=C(COC2=NN(C=C2/C=C/C(=O)N(C)OC)C2=CC=CC=C2)C=C1)OC)C ((2E)-3-{3-[(4-{[2-(2-furyl)-5-methyl-1,3-oxazol-4-yl]methoxy}-3-methoxybenzyl)oxy]-1-phenyl-1H-pyrazol-4-yl}-N-methoxy-N-methyl-2-propenamide), Cl (Hydrochloric acid). Conditions: time 2 hour. Run in C(C)O (ethanol). As a reaction SMILES: [CH3:1][O:2][C:3]1[CH:29]=[CH:28][C:6]([CH2:7][C@H:8]([CH2:19][C:20]([N:22]2[CH2:27][CH2:26][O:25][CH2:24][CH2:23]2)=[O:21])[C:9]([O:11]CC2C=CC=CC=2)=[O:10])=[CH:5][CH:4]=1>C(O)C.[Pd]>[CH3:1][O:2][C:3]1[CH:4]=[CH:5][C:6]([CH2:7][C@H:8]([CH2:19][C:20]([N:22]2[CH2:23][CH2:24][O:25][CH2:26][CH2:27]2)=[O:21])[C:9]([OH:11])=[O:10])=[CH:28][CH:29]=1. Yields the product COC1=CC=C(C[C@@H](C(=O)O)CC(=O)N2CCOCC2)C=C1 (2(R)-(4-Methoxybenzyl)-3-(morpholinocarbonyl)propionic acid). Reported procedure: A solution of 1.62 g (4.08 mmoles) of benzyl 2(R)-(4-methoxybenzyl)-3-(morpholinocarbonyl)propionate (prepared as described in Preparation 14) in 50 ml of ethanol was stirred at room temperature for 4 hours in the presence of 160 mg of 10% w/w palladium-on-charcoal and under an atmosphere of hydrogen. At the end of this time, the catalyst was removed by filtration, and the filtrate was concentrated by evaporation under reduced pressure, to give the title compound as a colorless oily substance. Reagents/catalysts: [Pd] (palladium-on-charcoal). Starting materials: COC1=CC=C(C[C@@H](C(=O)OCC2=CC=CC=C2)CC(=O)N2CCOCC2)C=C1 (benzyl 2(R)-(4-methoxybenzyl)-3-(morpholinocarbonyl)propionate).